Dataset: the Open Reaction Database (ORD), a public repository of structured organic reaction records. Task: describe an organic reaction: reactants, conditions, products, and yield Reactants: CN(C)C=O, COC(=O)c1cc(CCl)ccc1OCc1nc(-c2ccco2)oc1C, [H-], [Na+], O, O=Cc1cn(-c2ccccc2)nc1O. Yields the product COC(=O)c1cc(COc2nn(-c3ccccc3)cc2C=O)ccc1OCc1nc(-c2ccco2)oc1C. As a reaction SMILES: [CH3:40][N:41]([CH3:42])[CH:43]=[O:44].[Cl:1][CH2:2][c:3]1[cH:4][cH:5][c:6]([O:13][CH2:14][c:15]2[n:16][c:17](-[c:21]3[o:22][cH:23][cH:24][cH:25]3)[o:18][c:19]2[CH3:20])[c:7]([C:8](=[O:9])[O:10][CH3:11])[cH:12]1.[H-:45].[Na+:46].[OH2:47].[OH:26][c:27]1[n:28][n:29](-[c:34]2[cH:35][cH:36][cH:37][cH:38][cH:39]2)[cH:30][c:31]1[CH:32]=[O:33]>>[CH2:2]([c:3]1[cH:4][cH:5][c:6]([O:13][CH2:14][c:15]2[n:16][c:17](-[c:21]3[o:22][cH:23][cH:24][cH:25]3)[o:18][c:19]2[CH3:20])[c:7]([C:8](=[O:9])[O:10][CH3:11])[cH:12]1)[O:26][c:27]1[n:28][n:29](-[c:34]2[cH:35][cH:36][cH:37][cH:38][cH:39]2)[cH:30][c:31]1[CH:32]=[O:33]. Starting materials: C(=O)(OC(C)(C)C)[C@@H](C(=O)O)C1=CC=CC=C1 ((R)-2-Boc-2-phenylacetic acid), C(CCl)Cl (EDC), CC1=C(C(=NC=C1)N)C (dimethyl aminopyridine), NC=1C=C2C=CN=CC2=CC1 (6-aminoisoquinoline), CN(C)C=O (DMF). Conditions: time 4 hour. The product is Hexanes EtOAc, C(C)(C)(C)OC(N[C@@H](C(=O)NC=1C=C2C=CN=CC2=CC1)C1=CC=CC=C1)=O ((R)-tert-butyl-2-(isoquinolin-6-ylamino)-2-oxo-1 phenyl-ethylcarbamate). Reaction SMILES: [C:1]([C@H](C1C=CC=CC=1)C(O)=O)([O:3][C:4]([CH3:7])([CH3:6])[CH3:5])=[O:2].[CH2:18](Cl)CCl.C[C:23]1[CH:28]=[CH:27]N=[C:25]([NH2:29])[C:24]=1[CH3:30].[NH2:31][C:32]1[CH:33]=[C:34]2[C:39](=[CH:40][CH:41]=1)[CH:38]=[N:37][CH:36]=[CH:35]2.CN([CH:45]=[O:46])C>>[C:4]([O:3][C:1](=[O:2])[NH:29][C@H:25]([C:24]1[CH:23]=[CH:28][CH:27]=[CH:18][CH:30]=1)[C:45]([NH:31][C:32]1[CH:33]=[C:34]2[C:39](=[CH:40][CH:41]=1)[CH:38]=[N:37][CH:36]=[CH:35]2)=[O:46])([CH3:7])([CH3:6])[CH3:5]. Procedure: To (R)-2-Boc-2-phenylacetic acid in DMF was added EDC, dimethyl aminopyridine (“DMAP”) and 6-aminoisoquinoline. This mixture was stirred for 4 hours and the reaction was washed with NaHCO3 (sat), extracted with EtOAc, dried (Na2SO4), filtered and evaporated. Column chromatography (SiO2, Hexanes/EtOAc) gave pure (R)-tert-butyl-2-(isoquinolin-6-ylamino)-2-oxo-1 phenyl-ethylcarbamate (E1). Reactants: O=C(CBr)CCc1ccc(Br)cc1, CN(C)C=O, CCOC(C)=O, c1c[nH]cn1. Yields the product O=C(CCc1ccc(Br)cc1)Cn1ccnc1. RXN SMILES: [Br:1][CH2:2][C:3]([CH2:4][CH2:5][c:6]1[cH:7][cH:8][c:9]([Br:12])[cH:10][cH:11]1)=[O:13].[CH3:19][N:20]([CH3:21])[CH:22]=[O:23].[CH3:24][CH2:25][O:26][C:27](=[O:28])[CH3:29].[nH:14]1[cH:15][n:16][cH:17][cH:18]1>>[CH2:2]([C:3]([CH2:4][CH2:5][c:6]1[cH:7][cH:8][c:9]([Br:12])[cH:10][cH:11]1)=[O:13])[n:14]1[cH:15][n:16][cH:17][cH:18]1. Reaction SMILES: [CH3:1][O:2][C:3]1[CH:8]=[CH:7][C:6]([C:9]2[C:17]3[C:12](=[CH:13][CH:14]=[CH:15][CH:16]=3)[NH:11][CH:10]=2)=[CH:5][CH:4]=1.C1C(=O)N([Br:25])C(=O)C1>C(Cl)Cl>[Br:25][C:10]1[NH:11][C:12]2[C:17]([C:9]=1[C:6]1[CH:5]=[CH:4][C:3]([O:2][CH3:1])=[CH:8][CH:7]=1)=[CH:16][CH:15]=[CH:14][CH:13]=2. Procedure: 3-(4-methoxyphenyl)-1H-indole was dissolved in 4 ml DCM. NBS (0.9 eq) was added in small portions over 2 min. The solvent was concentrated and the crude product was purified using HPLC (MeCN/H2O gradient). 103.3 mg 2-bromo-3-(4-methoxyphenyl)-1H-indole was obtained as a white solid. Yields the product BrC=1NC2=CC=CC=C2C1C1=CC=C(C=C1)OC (2-bromo-3-(4-methoxyphenyl)-1H-indole). Starting materials: COC1=CC=C(C=C1)C1=CNC2=CC=CC=C12 (3-(4-methoxyphenyl)-1H-indole), C1CC(=O)N(C1=O)Br (NBS). Solvent: C(Cl)Cl (DCM). Reactants: CO, [O-][I+3]([O-])([O-])[O-], [Na+], O, O=C1c2ccccc2SCC1(CO)CO. Yields the product O=C1c2ccccc2S(=O)CC1(CO)CO. As a reaction SMILES: [CH3:22][OH:23].[I+3:16]([O-:17])([O-:18])([O-:19])[O-:20].[Na+:21].[OH2:24].[OH:1][CH2:2][C:3]1([CH2:14][OH:15])[CH2:4][S:5][c:6]2[cH:7][cH:8][cH:9][cH:10][c:11]2[C:12]1=[O:13]>>[OH:1][CH2:2][C:3]1([CH2:14][OH:15])[CH2:4][S:5](=[O:17])[c:6]2[cH:7][cH:8][cH:9][cH:10][c:11]2[C:12]1=[O:13]. The reactants are C(C)C=1C(NC(N([C@H]2C[C@H](O)[C@@H](COC(C3=CC=CC=C3)(C3=CC=CC=C3)C3=CC=CC=C3)O2)C1)=O)=O (2'-deoxy-5-ethyl-5'-O-trityluridine), [OH-].[K+] (potassium hydroxide), C(C)I (ethyl iodide). Run in C1=CC=CC=C1 (benzene), O1CCOCC1 (dioxane). The product is C(C)O[C@H]1C[C@@H](O[C@@H]1COC(C1=CC=CC=C1)(C1=CC=CC=C1)C1=CC=CC=C1)N1C(=O)NC(=O)C(=C1)CC (2'-deoxy-3'-O-ethyl-5-ethyl-5'-O-trityluridine). RXN SMILES: [CH2:1]([C:3]1[C:4](=[O:37])[NH:5][C:6](=[O:36])[N:7]([CH:35]=1)[C@@H:8]1[O:34][C@H:12]([CH2:13][O:14][C:15]([C:28]2[CH:33]=[CH:32][CH:31]=[CH:30][CH:29]=2)([C:22]2[CH:27]=[CH:26][CH:25]=[CH:24][CH:23]=2)[C:16]2[CH:21]=[CH:20][CH:19]=[CH:18][CH:17]=2)[C@@H:10]([OH:11])[CH2:9]1)[CH3:2].[OH-].[K+].[CH2:40](I)[CH3:41]>C1C=CC=CC=1.O1CCOCC1>[CH2:40]([O:11][C@@H:10]1[C@@H:12]([CH2:13][O:14][C:15]([C:16]2[CH:21]=[CH:20][CH:19]=[CH:18][CH:17]=2)([C:28]2[CH:29]=[CH:30][CH:31]=[CH:32][CH:33]=2)[C:22]2[CH:23]=[CH:24][CH:25]=[CH:26][CH:27]=2)[O:34][C@@H:8]([N:7]2[CH:35]=[C:3]([CH2:1][CH3:2])[C:4](=[O:37])[NH:5][C:6]2=[O:36])[CH2:9]1)[CH3:41] |f:1.2|. Procedure details: A mixture of 6 g of 2'-deoxy-5-ethyl-5'-O-trityluridine, 1.347 g of powdered potassium hydroxide and 1.95 ml of ethyl iodide in a mixture of 60 ml of benzene and 20 ml of dioxane was stirred and heated under reflux for 14 hours. The solvents were removed by evaporation, the residue was taken up in 6 ml of methanol and the solution was poured into 250 ml of water. The resulting mixture was extracted four times with 150 ml of chloroform each time and the combined chloroform extracts were evaporate... Yields the product CCCS(=O)(=O)Nc1ccc(F)c(C(=O)Nc2cnc3[nH]c(C)c(C)c3c2)c1F. The reactants are Cc1[nH]c2ncc(N)cc2c1C, CCN=C=NCCCN(C)C, CCCS(=O)(=O)Nc1ccc(F)c(C(=O)O)c1F, CN(C)C=O, On1nnc2ccccc21. RXN SMILES: [CH3:1][c:2]1[c:3]([CH3:12])[c:4]2[c:5]([n:6][cH:7][c:8]([NH2:10])[cH:9]2)[nH:11]1.[CH3:31][CH2:32][N:33]=[C:34]=[N:35][CH2:36][CH2:37][CH2:38][N:39]([CH3:40])[CH3:41].[F:13][c:14]1[c:15]([C:16](=[O:17])[OH:18])[c:19]([F:30])[cH:20][cH:21][c:22]1[NH:23][S:24](=[O:25])(=[O:26])[CH2:27][CH2:28][CH3:29].[O:52]=[CH:53][N:54]([CH3:55])[CH3:56].[OH:42][n:43]1[c:44]2[c:45]([cH:46][cH:47][cH:48][cH:49]2)[n:50][n:51]1>>[CH3:1][c:2]1[c:3]([CH3:12])[c:4]2[c:5]([n:6][cH:7][c:8]([NH:10][C:16]([c:15]3[c:14]([F:13])[c:22]([NH:23][S:24](=[O:25])(=[O:26])[CH2:27][CH2:28][CH3:29])[cH:21][cH:20][c:19]3[F:30])=[O:17])[cH:9]2)[nH:11]1.